The task is: describe an organic reaction: reactants, conditions, products, and yield. This data is from the Open Reaction Database (ORD), a public repository of structured organic reaction records. Reactants: C(#N)C=1C=C(C=CC1)\C(=C/C(=O)OC)\CN1N=CC=C1 (methyl (E)-3-(3-cyanophenyl)-4-(1H-1-pyrazolyl)-2-butenoate), C(C)(C)(C)NS(=O)(=O)C1=C(C=CC=C1)C1=CC=C(C=C1)N (2′-tert-butylaminosulfonyl-4-amino-[1,1′]-biphenyl), C[Al](C)C (trimethylaluminum), CCCCCC (hexane). The solvent is ClCCl (dichloromethane), ClCCl (dichloromethane). Reaction conditions: time 8 hour. The product is C(C)(C)(C)NS(=O)(=O)C1=C(C=CC=C1)C1=CC=C(C=C1)NC(\C=C(/C)\C1=CC(=CC=C1)C#N)=O ((2E)-N-[4-(2-{[(tert-butyl)amino]sulfonyl}phenyl)phenyl]-3-(3-cyanophenyl)but-2-enamide). Isolated yield 96.3%. As a reaction SMILES: [C:1]([NH:5][S:6]([C:9]1[CH:14]=[CH:13][CH:12]=[CH:11][C:10]=1[C:15]1[CH:20]=[CH:19][C:18]([NH2:21])=[CH:17][CH:16]=1)(=[O:8])=[O:7])([CH3:4])([CH3:3])[CH3:2].C[Al](C)C.CCCCCC.[C:32]([C:34]1[CH:35]=[C:36](/[C:40](/[CH2:46]N2C=CC=N2)=[CH:41]\[C:42](OC)=[O:43])[CH:37]=[CH:38][CH:39]=1)#[N:33]>ClCCl>[C:1]([NH:5][S:6]([C:9]1[CH:14]=[CH:13][CH:12]=[CH:11][C:10]=1[C:15]1[CH:20]=[CH:19][C:18]([NH:21][C:42](=[O:43])/[CH:41]=[C:40](/[C:36]2[CH:37]=[CH:38][CH:39]=[C:34]([C:32]#[N:33])[CH:35]=2)\[CH3:46])=[CH:17][CH:16]=1)(=[O:8])=[O:7])([CH3:4])([CH3:2])[CH3:3]. Procedure: To a solution of 2′-tert-butylaminosulfonyl-4-amino-[1,1′]-biphenyl (105 mg, 0.34 mmol) in 4 ml anhydrous dichloromethane was added a solution of 2M trimethylaluminum in hexane (0.5 ml, 1.02 mmol). Reaction was stirred at room temperature for 20 minutes to which a solution of methyl (E)-3-(3-cyanophenyl)-4-(1H-1-pyrazolyl)-2-butenoate (90 mg, 0.34 mmol) in 1 ml anhydrous dichloromethane was added. Reaction was stirred at room temperature overnight. Reaction was quenched with 5 ml 1N HCl after wh... Starting materials: [I-].[K+] (potassium iodide), CC(\C=C\C1C(=CCCC1(C)C)C)N(C)C ([1-methyl-3-(2,6,6-trimethyl-2-cyclohexenyl)-2(trans)-propenyl]dimethylamine), ClCC1=CC(=C(C=C1)Cl)Cl (α,3,4-trichlorotoluene), C(C)O (ethanol). Run in CO (methanol). Product: [I-].CC(\C=C\C1C(=CCCC1(C)C)C)[N+](CC1=CC(=C(C=C1)Cl)Cl)(C)C ([1-methyl-3-(2,6,6-trimethyl-2-cyclohexenyl)-2(trans)-propenyl]dimethyl(3,4-dichlorobenzyl)ammonium iodide). Yield: 58.1%. As a reaction SMILES: [CH3:1][CH:2]([N:14]([CH3:16])[CH3:15])/[CH:3]=[CH:4]/[CH:5]1[C:10]([CH3:12])([CH3:11])[CH2:9][CH2:8][CH:7]=[C:6]1[CH3:13].Cl[CH2:18][C:19]1[CH:24]=[CH:23][C:22]([Cl:25])=[C:21]([Cl:26])[CH:20]=1.C(O)C.[I-:30].[K+]>CO>[I-:30].[CH3:1][CH:2]([N+:14]([CH3:16])([CH3:15])[CH2:18][C:19]1[CH:24]=[CH:23][C:22]([Cl:25])=[C:21]([Cl:26])[CH:20]=1)/[CH:3]=[CH:4]/[CH:5]1[C:10]([CH3:11])([CH3:12])[CH2:9][CH2:8][CH:7]=[C:6]1[CH3:13] |f:3.4,6.7|. Reported procedure: A solution of [1-methyl-3-(2,6,6-trimethyl-2-cyclohexenyl)-2(trans)-propenyl]dimethylamine (3.0 g) and α,3,4-trichlorotoluene (4.0 g) in methanol (15 cc) was refluxed for 2 hours, and thereto were added ethanol (40 cc) and then an aqueous solution of potassium iodide (3.0 g). The solvent of the reaction mixture was distilled off under reduced pressure, and the residue was recrystallized from a mixed solvent of methanol and ether to give colorless crystals (4.0 g) of [1-methyl-3-(2,6,6-trimethyl-... Starting materials: COC(=O)[C@H]1N(C[C@@H](C1)S(=O)(=O)C1=CC=CC=C1)C=1N(N=C(C1)C)C1=CC(=NC=C1)Cl ((2S,4R)-4-benzenesulfonyl-1-[2-(2-chloro-pyridin-4-yl)-5-methyl-2H-pyrazol-3-yl]-pyrrolidine-2-carboxylic acid methyl ester), [OH-].[Li+] (lithium hydroxide). Yields the product C1(=CC=CC=C1)S(=O)(=O)[C@@H]1C[C@H](N(C1)C=1N(N=C(C1)C)C1=CC(=NC=C1)Cl)C(=O)O ((2S,4R)-4-Benzenesulfonyl-1-[2-(2-chloro-pyridin-4-yl)-5-methyl-2H-pyrazol-3-yl]-pyrrolidine-2-carboxylic acid). As a reaction SMILES: C[O:2][C:3]([C@@H:5]1[CH2:9][C@@H:8]([S:10]([C:13]2[CH:18]=[CH:17][CH:16]=[CH:15][CH:14]=2)(=[O:12])=[O:11])[CH2:7][N:6]1[C:19]1[N:20]([C:25]2[CH:30]=[CH:29][N:28]=[C:27]([Cl:31])[CH:26]=2)[N:21]=[C:22]([CH3:24])[CH:23]=1)=[O:4].[OH-].[Li+]>>[C:13]1([S:10]([C@H:8]2[CH2:7][N:6]([C:19]3[N:20]([C:25]4[CH:30]=[CH:29][N:28]=[C:27]([Cl:31])[CH:26]=4)[N:21]=[C:22]([CH3:24])[CH:23]=3)[C@H:5]([C:3]([OH:4])=[O:2])[CH2:9]2)(=[O:11])=[O:12])[CH:14]=[CH:15][CH:16]=[CH:17][CH:18]=1 |f:1.2|. Procedure details: In analogy to the procedure described in example 253e, (2S,4R)-4-benzenesulfonyl-1-[2-(2-chloro-pyridin-4-yl)-5-methyl-2H-pyrazol-3-yl]-pyrrolidine-2-carboxylic acid methyl ester was saponified in the presence of lithium hydroxide to give the title compound as yellow solid. MS (ESI): m/z=447.2 [M+H]+. Reactants: C1CCOC1, CCCC(C)C(C)C=O, CC[O-], CC[O-], CC[O-], CC[O-], [Ti+4], Cc1ccc(S(N)=O)cc1. Product: CCCC(C)C(C)C=NS(=O)c1ccc(C)cc1. Reaction SMILES: [CH2:20]1[O:21][CH2:22][CH2:23][CH2:24]1.[CH3:11][CH:12]([CH:13]=[O:14])[CH:15]([CH2:16][CH2:17][CH3:18])[CH3:19].[CH3:25][CH2:26][O-:27].[CH3:29][CH2:30][O-:31].[CH3:32][CH2:33][O-:34].[CH3:35][CH2:36][O-:37].[Ti+4:28].[c:1]1([CH3:10])[cH:2][cH:3][c:4]([S:7](=[O:8])[NH2:9])[cH:5][cH:6]1>>[c:1]1([CH3:10])[cH:2][cH:3][c:4]([S:7](=[O:8])[N:9]=[CH:13][CH:12]([CH3:11])[CH:15]([CH2:16][CH2:17][CH3:18])[CH3:19])[cH:5][cH:6]1. Starting materials: COC(C1=C(C=CC=C1)C=C(CC)[N+](=O)[O-])=O (2-(2-Nitro-1-butenyl)-benzoic Acid Methyl Ester), C(C)(=O)[O-].[Na+] (sodium acetate), C(C)OC(CN)OCC (2,2-diethoxyethanamine). The solvent is C(C)#N (acetonitrile). Conditions: temperature 25 celsius, time 24 hour. The product is C(C)OC(CN1C(C2=CC=CC=C2C1C(CC)[N+](=O)[O-])=O)OCC (2,3-Dihydro-2-(2,2-diethoxyethyl)-3-(1-nitropropyl)-isoindol-1-one). RXN SMILES: CO[C:3](=[O:17])[C:4]1[CH:9]=[CH:8][CH:7]=[CH:6][C:5]=1[CH:10]=[C:11]([N+:14]([O-:16])=[O:15])[CH2:12][CH3:13].C([O-])(=O)C.[Na+].[CH2:23]([O:25][CH:26]([O:29][CH2:30][CH3:31])[CH2:27][NH2:28])[CH3:24]>C(#N)C>[CH2:23]([O:25][CH:26]([O:29][CH2:30][CH3:31])[CH2:27][N:28]1[CH:10]([CH:11]([N+:14]([O-:16])=[O:15])[CH2:12][CH3:13])[C:5]2[C:4](=[CH:9][CH:8]=[CH:7][CH:6]=2)[C:3]1=[O:17])[CH3:24] |f:1.2|. Procedure: A suspension of 2-(2-nitro-1-butenyl)-benzoic acid methyl ester (49 g, described in Example 29) sodium acetate (27.5 g) and 2,2-diethoxyethanamine (44 g) in acetonitrile (1000 ml) is stirred at 25° C. for 24 hr and filtered. The filtrate is evaporated and the residue is dissolved in chloroform. The organic solution is washed with water, 10% hydrochloric acid and brine, dried and evaporated to obtain the title compound as a mixture of isomers (67 g). Reactants: hydrochloride salt, CC1=CC=C(C=C1)S(=O)(=O)OCC1OC2=C(C1)C=CC(=C2C2=C(C=CC=C2)C)Cl ((±)-[6-chloro-7-(2-methylphenyl)-2,3-dihydro-1-benzofuran-2-yl]methyl 4-methylbenzenesulfonate), CN (methylamine). Product: ClC1=C(C2=C(CC(O2)CNC)C=C1)C1=C(C=CC=C1)C ((±)-{[6-chloro-7-(2-methylphenyl)-2,3-dihydro-1-benzofuran-2-yl]methyl}methylamine). Reaction SMILES: CC1C=CC(S(O[CH2:12][CH:13]2[CH2:17][C:16]3[CH:18]=[CH:19][C:20]([Cl:29])=[C:21]([C:22]4[CH:27]=[CH:26][CH:25]=[CH:24][C:23]=4[CH3:28])[C:15]=3[O:14]2)(=O)=O)=CC=1.[CH3:30][NH2:31]>>[Cl:29][C:20]1[CH:19]=[CH:18][C:16]2[CH2:17][CH:13]([CH2:12][NH:31][CH3:30])[O:14][C:15]=2[C:21]=1[C:22]1[CH:27]=[CH:26][CH:25]=[CH:24][C:23]=1[CH3:28]. Procedure details: The title compound was prepared (0.02 g, 27%) following the general procedure of Example 390 as a white solid, hydrochloride salt from (±)-[6-chloro-7-(2-methylphenyl)-2,3-dihydro-1-benzofuran-2-yl]methyl 4-methylbenzenesulfonate (0.1 g, 0.23 mmol) and methylamine (0.24 g, 7.8 mmol). mp 158-160° C.